Dataset: the Open Reaction Database (ORD), a public repository of structured organic reaction records. Task: describe an organic reaction: reactants, conditions, products, and yield Reactants: O1CC(=CC1)C1=CC(=C(C(=C1)C)C1=C2CC[C@H](C2=C(C=C1)F)OC1=CC2=C([C@@H](CO2)CC(=O)OC)C=C1)C (methyl 2-((S)-6-((R)-4-(4-(2,5-dihydrofuran-3-yl)-2,6-dimethylphenyl)-7-fluoro-2,3-dihydro-1H-inden-1-yloxy)-2,3-dihydrobenzofuran-3-yl)acetate), Intermediate 30, [OH-].[Na+] (NaOH). Run in O (H2O). Yields the product O1CC(=CC1)C1=CC(=C(C(=C1)C)C1=C2CC[C@H](C2=C(C=C1)F)OC1=CC2=C([C@@H](CO2)CC(=O)O)C=C1)C (2-((S)-6-((R)-4-(4-(2,5-Dihydrofuran-3-yl)-2,6-dimethylphenyl)-7-fluoro-2,3-dihydro-1H-inden-1-yloxy)-2,3-dihydrobenzofuran-3-yl)acetic acid). Reaction SMILES: [O:1]1[CH2:5][CH:4]=[C:3]([C:6]2[CH:11]=[C:10]([CH3:12])[C:9]([C:13]3[CH:21]=[CH:20][C:19]([F:22])=[C:18]4[C:14]=3[CH2:15][CH2:16][C@H:17]4[O:23][C:24]3[CH:37]=[CH:36][C:27]4[C@H:28]([CH2:31][C:32]([O:34]C)=[O:33])[CH2:29][O:30][C:26]=4[CH:25]=3)=[C:8]([CH3:38])[CH:7]=2)[CH2:2]1.[OH-].[Na+]>O>[O:1]1[CH2:5][CH:4]=[C:3]([C:6]2[CH:7]=[C:8]([CH3:38])[C:9]([C:13]3[CH:21]=[CH:20][C:19]([F:22])=[C:18]4[C:14]=3[CH2:15][CH2:16][C@H:17]4[O:23][C:24]3[CH:37]=[CH:36][C:27]4[C@H:28]([CH2:31][C:32]([OH:34])=[O:33])[CH2:29][O:30][C:26]=4[CH:25]=3)=[C:10]([CH3:12])[CH:11]=2)[CH2:2]1 |f:1.2|. Procedure: The title compound is prepared from methyl 2-((S)-6-((R)-4-(4-(2,5-dihydrofuran-3-yl)-2,6-dimethylphenyl)-7-fluoro-2,3-dihydro-1H-inden-1-yloxy)-2,3-dihydrobenzofuran-3-yl)acetate following a procedure analogous to that described in Step 2 of Intermediate 30 using NaOH instead of LiOH×H2O. LC (method 9): tR=0.16 min; Mass spectrum (ESI+): m/z=501 [M+H]+. The reactants are CCO, Cl, N#CCc1ccccc1F. Product: Cl, CCOC(=N)Cc1ccccc1F. As a reaction SMILES: [CH3:12][CH2:13][OH:14].[ClH:1].[F:2][c:3]1[c:4]([CH2:9][C:10]#[N:11])[cH:5][cH:6][cH:7][cH:8]1>>[ClH:1].[F:2][c:3]1[c:4]([CH2:9][C:10](=[NH:11])[O:14][CH2:13][CH3:12])[cH:5][cH:6][cH:7][cH:8]1. Starting materials: OC(C=CBr)COc1ccc(F)cc1, CCNCC, C1CCOC1, C#CC=CC=CC1OC(C)(C)OC1COCC(=O)O, [Cu]I, c1ccc(P(c2ccccc2)(c2ccccc2)[Pd](P(c2ccccc2)(c2ccccc2)c2ccccc2)(P(c2ccccc2)(c2ccccc2)c2ccccc2)P(c2ccccc2)(c2ccccc2)c2ccccc2)cc1. Yields the product CC1(C)OC(C=CC=CC#CC=CC(O)COc2ccc(F)cc2)C(COCC(=O)O)O1. Reaction SMILES: [Br:1][CH:2]=[CH:3][CH:4]([CH2:5][O:6][c:7]1[cH:8][cH:9][c:10]([F:13])[cH:11][cH:12]1)[OH:14].[CH2:15]([NH:16][CH2:17][CH3:18])[CH3:19].[CH2:39]1[O:40][CH2:41][CH2:42][CH2:43]1.[CH:20](=[CH:21][CH:22]=[CH:23][C:24]#[CH:25])[CH:26]1[CH:27]([CH2:33][O:34][CH2:35][C:36](=[O:37])[OH:38])[O:28][C:29]([CH3:31])([CH3:32])[O:30]1.[Cu:121][I:122].[cH:44]1[cH:45][cH:46][c:47]([P:48]([Pd:49]([P:50]([c:51]2[cH:52][cH:53][cH:54][cH:55][cH:56]2)([c:57]2[cH:58][cH:59][cH:60][cH:61][cH:62]2)[c:63]2[cH:64][cH:65][cH:66][cH:67][cH:68]2)([P:69]([c:70]2[cH:71][cH:72][cH:73][cH:74][cH:75]2)([c:76]2[cH:77][cH:78][cH:79][cH:80][cH:81]2)[c:82]2[cH:83][cH:84][cH:85][cH:86][cH:87]2)[P:88]([c:89]2[cH:90][cH:91][cH:92][cH:93][cH:94]2)([c:95]2[cH:96][cH:97][cH:98][cH:99][cH:100]2)[c:101]2[cH:102][cH:103][cH:104][cH:105][cH:106]2)([c:107]2[cH:108][cH:109][cH:110][cH:111][cH:112]2)[c:113]2[cH:114][cH:115][cH:116][cH:117][cH:118]2)[cH:119][cH:120]1>>[CH:2](=[CH:3][CH:4]([CH2:5][O:6][c:7]1[cH:8][cH:9][c:10]([F:13])[cH:11][cH:12]1)[OH:14])[C:25]#[C:24][CH:23]=[CH:22][CH:21]=[CH:20][CH:26]1[CH:27]([CH2:33][O:34][CH2:35][C:36](=[O:37])[OH:38])[O:28][C:29]([CH3:31])([CH3:32])[O:30]1. RXN SMILES: [CH2:1]([O:4][C:5]1[CH:14]=[CH:13][C:8]([C:9]([O:11]C)=[O:10])=[CH:7][CH:6]=1)[CH:2]=[CH2:3].[OH-].[Na+]>C(O)C.O.CO>[CH2:1]([O:4][C:5]1[CH:14]=[CH:13][C:8]([C:9]([OH:11])=[O:10])=[CH:7][CH:6]=1)[CH:2]=[CH2:3] |f:1.2|. Procedure: 18.0 g (93.6 mmol) of the resulting compound (11) was dissolved in 600 ml of ethanol. The solution was poured into a solution of 12.0 g (300 mmol) of sodium hydroxide dissolved in 80 ml of water and 100 ml of methanol. The whole was refluxed at 80° C. for 2 hours. After removal of the solvent by distillation, the resulting white solid was dissolved in water and the solution was rendered acidic by adding hydrochloric acid, whereby white precipitate formed. The precipitate was extracted with methy... Isolated yield 28.2%. Conditions: temperature 80 celsius. The reactants are C(C=C)OC1=CC=C(C(=O)OC)C=C1 (methyl p-allyloxybenzoate), [OH-].[Na+] (sodium hydroxide). The product is C(C=C)OC1=CC=C(C(=O)O)C=C1 (p-allyloxybenzoic acid). Solvent: C(C)O (ethanol), O (water), CO (methanol). The reactants are CC#N, CC(C)(C)OC(=O)N1CC2CNCC(C2)C1, N#Cc1ccc(OCCC2CO2)cc1. Yields the product CC(C)(C)OC(=O)N1CC2CC(CN(CC(O)CCOc3ccc(C#N)cc3)C2)C1. RXN SMILES: [CH3:31][C:32]#[N:33].[CH:15]12[CH2:16][N:17]([C:24](=[O:25])[O:26][C:27]([CH3:28])([CH3:29])[CH3:30])[CH2:18][CH:19]([CH2:20][NH:21][CH2:22]1)[CH2:23]2.[O:1]1[CH:2]([CH2:4][CH2:5][O:6][c:7]2[cH:8][cH:9][c:10]([C:11]#[N:12])[cH:13][cH:14]2)[CH2:3]1>>[OH:1][CH:2]([CH2:3][N:21]1[CH2:20][CH:19]2[CH2:18][N:17]([C:24](=[O:25])[O:26][C:27]([CH3:28])([CH3:29])[CH3:30])[CH2:16][CH:15]([CH2:22]1)[CH2:23]2)[CH2:4][CH2:5][O:6][c:7]1[cH:8][cH:9][c:10]([C:11]#[N:12])[cH:13][cH:14]1. The reactants are C(C)N1C=C(C(C2=C(C(=C(C(=C12)F)F)F)C)=O)C(=O)OCC (ethyl 1-ethyl-5-methyl-6,7,8-trifluoro-1,4-dihydro-4-oxoquinoline-3-caboxylate), Cl (hydrochloric acid). Run in C(C)(=O)O (acetic acid). Yields the product C(C)N1C=C(C(C2=C(C(=C(C(=C12)F)F)F)C)=O)C(=O)O (1-ethyl-5-methyl-6,7,8-trifluoro-1,4-dihydro-4-oxoquinoline-3-carboxylic acid). The yield is 93.3%. As a reaction SMILES: [CH2:1]([N:3]1[C:12]2[C:7](=[C:8]([CH3:16])[C:9]([F:15])=[C:10]([F:14])[C:11]=2[F:13])[C:6](=[O:17])[C:5]([C:18]([O:20]CC)=[O:19])=[CH:4]1)[CH3:2].Cl>C(O)(=O)C>[CH2:1]([N:3]1[C:12]2[C:7](=[C:8]([CH3:16])[C:9]([F:15])=[C:10]([F:14])[C:11]=2[F:13])[C:6](=[O:17])[C:5]([C:18]([OH:20])=[O:19])=[CH:4]1)[CH3:2]. Procedure details: Employing ethyl 1-ethyl-5-methyl-6,7,8-trifluoro-1,4-dihydro-4-oxoquinoline-3-caboxylate (6.51 g) and conc. hydrochloric acid: 90% acetic acid (1:4) (100 ml), the procedure of Reference Example 23 is repeated to give 1-ethyl-5-methyl-6,7,8-trifluoro-1,4-dihydro-4-oxoquinoline-3-carboxylic acid (5.53 g), as colorless needles (recrystallized from dichloromethane - n-hexane), m.p. 203°-204° C.